From a dataset of the Open Reaction Database (ORD), a public repository of structured organic reaction records. describe an organic reaction: reactants, conditions, products, and yield The reactants are C=CCN1CC(C)N(C(c2cccc(O)c2)c2cccc(C(=O)N3CCC(=CC(=O)OCC)CC3)c2)CC1C, CCO, [Na+], [OH-], O, O=S(=O)(O)O. Yields the product C=CCN1CC(C)N(C(c2cccc(O)c2)c2cccc(C(=O)N3CCC(=CC(=O)O)CC3)c2)CC1C. Reaction SMILES: [CH2:1]([CH3:2])[O:3][C:4]([CH:5]=[C:6]1[CH2:7][CH2:8][N:9]([C:12]([c:13]2[cH:14][c:15]([CH:19]([c:20]3[cH:21][c:22]([OH:26])[cH:23][cH:24][cH:25]3)[N:27]3[CH:28]([CH3:37])[CH2:29][N:30]([CH2:34][CH:35]=[CH2:36])[CH:31]([CH3:33])[CH2:32]3)[cH:16][cH:17][cH:18]2)=[O:38])[CH2:10][CH2:11]1)=[O:39].[CH3:40][CH2:41][OH:42].[Na+:44].[OH-:43].[OH2:50].[S:45](=[O:46])(=[O:47])([OH:48])[OH:49]>>[O:3]=[C:4]([CH:5]=[C:6]1[CH2:7][CH2:8][N:9]([C:12]([c:13]2[cH:14][c:15]([CH:19]([c:20]3[cH:21][c:22]([OH:26])[cH:23][cH:24][cH:25]3)[N:27]3[CH:28]([CH3:37])[CH2:29][N:30]([CH2:34][CH:35]=[CH2:36])[CH:31]([CH3:33])[CH2:32]3)[cH:16][cH:17][cH:18]2)=[O:38])[CH2:10][CH2:11]1)[OH:39]. The reactants are OBO, Fc1cc(Br)c2c(c1)CC(CBr)O2, Clc1ccccc1. Product: Fc1cc2c(c(-c3ccccc3Cl)c1)OC(CBr)C2. Reaction SMILES: [BH:14]([OH:15])[OH:16].[Br:1][c:2]1[cH:3][c:4]([F:13])[cH:5][c:6]2[c:10]1[O:9][CH:8]([CH2:11][Br:12])[CH2:7]2.[Cl:17][c:18]1[cH:19][cH:20][cH:21][cH:22][cH:23]1>>[c:2]1(-[c:19]2[c:18]([Cl:17])[cH:23][cH:22][cH:21][cH:20]2)[cH:3][c:4]([F:13])[cH:5][c:6]2[c:10]1[O:9][CH:8]([CH2:11][Br:12])[CH2:7]2. Starting materials: ClC1=C(C=CC(=C1)[N+](=O)[O-])C (2-chloro-4-nitrotoluene), C1CC(=O)N(C1=O)Br.CC(C)(C#N)N=NC(C)(C)C#N (NBS AIBN), [Br-] (bromide), C1(=CC=CC=C1)P(C1=CC=CC=C1)C1=CC=CC=C1 (triphenylphosphine). Solvent: C1=CC=CC=C1 (benzene). Reaction conditions: time 24 hour. Yields the product [Br-].ClC1=C(C[P+](C2=CC=CC=C2)(C2=CC=CC=C2)C2=CC=CC=C2)C=CC(=C1)[N+](=O)[O-] ((2-Chloro-4-nitrobenzyl)(triphenyl)phosphonium bromide). Isolated yield 34.0%. Reaction SMILES: [Cl:1][C:2]1[CH:7]=[C:6]([N+:8]([O-:10])=[O:9])[CH:5]=[CH:4][C:3]=1[CH3:11].C1C(=O)N([Br:19])C(=O)C1.CC(N=NC(C#N)(C)C)(C#N)C.[Br-].[C:33]1([P:39]([C:46]2[CH:51]=[CH:50][CH:49]=[CH:48][CH:47]=2)[C:40]2[CH:45]=[CH:44][CH:43]=[CH:42][CH:41]=2)[CH:38]=[CH:37][CH:36]=[CH:35][CH:34]=1>C1C=CC=CC=1>[Br-:19].[Cl:1][C:2]1[CH:7]=[C:6]([N+:8]([O-:10])=[O:9])[CH:5]=[CH:4][C:3]=1[CH2:11][P+:39]([C:40]1[CH:41]=[CH:42][CH:43]=[CH:44][CH:45]=1)([C:46]1[CH:51]=[CH:50][CH:49]=[CH:48][CH:47]=1)[C:33]1[CH:34]=[CH:35][CH:36]=[CH:37][CH:38]=1 |f:1.2,6.7|. Procedure details: Bromination of 2-chloro-4-nitrotoluene with NBS/AIBN, followed by reaction of the crude bromide with triphenylphosphine, using the procedure described in example 102, except that the reaction time for the bromination was 24 h and the displacement reaction was performed at 20° C. for 7 d, gave the crude phosphonium salt (559) (34%) as a light brown solid, mp (benzene) 70–75° C. (dec). 1H NMR [(CD3)2SO] δ 8.21 (d, J=2.5 Hz, 1H), 8.13 (dd, J=8.7, 2.5 Hz, 1H), 7.94 (td, J=7.5, 1.6 Hz, 3H), 7.80–7.66... The reactants are ClC1=C(C2=C(CC(O2)C(=O)O)C=C1)Cl (6,7-dichloro-2,3-dihydrobenzofuran-2-carboxylic acid), S(O)(O)(=O)=O (sulfuric acid), C(C)O (ethanol). Yields the product C(C)OC(=O)C1OC2=C(C1)C=CC(=C2Cl)Cl (6,7-Dichloro-2,3-dihydrobenzofuran-2-carboxylic acid ethyl ester). Reaction SMILES: [Cl:1][C:2]1[CH:13]=[CH:12][C:5]2[CH2:6][CH:7]([C:9]([OH:11])=[O:10])[O:8][C:4]=2[C:3]=1[Cl:14].S(=O)(=O)(O)O.[CH2:20](O)[CH3:21]>>[CH2:20]([O:10][C:9]([CH:7]1[CH2:6][C:5]2[CH:12]=[CH:13][C:2]([Cl:1])=[C:3]([Cl:14])[C:4]=2[O:8]1)=[O:11])[CH3:21]. Reported procedure: A solution of 6,7-dichloro-2,3-dihydrobenzofuran-2-carboxylic acid (70 g.) conc. sulfuric acid (2 ml.) and ethanol (250 ml.) is refluxed for 2 hours. The ethanol is distilled at reduced pressure and the residue is suspended in saturated sodium bicarbonate and extracted with ether. The ether solution is washed with brine, dried over magnesium sulfate and the ether distilled at reduced pressure. The 6,7-dichloro-2,3-dihydrobenzofuran-2-carboxylic acid ethyl ester is used without further purificati...